This data is from the Open Reaction Database (ORD), a public repository of structured organic reaction records. The task is: describe an organic reaction: reactants, conditions, products, and yield Starting materials: COC(=O)[C@H]1N(C[C@@H](C1)S(=O)(=O)CC1CC1)C=1N(N=C(C1)C)C1CCC1 ((2S,4R)-1-(2-cyclobutyl-5-methyl-2H-pyrazol-3-yl)-4-cyclopropylmethanesulfonyl-pyrrolidine-2-carboxylic acid methyl ester), [OH-].[Li+] (lithium hydroxide). Product: C1(CCC1)N1N=C(C=C1N1[C@@H](C[C@H](C1)S(=O)(=O)CC1CC1)C(=O)O)C ((2S,4R)-1-(2-Cyclobutyl-5-methyl-2H-pyrazol-3-yl)-4-cyclopropylmethanesulfonyl-pyrrolidine-2-carboxylic acid). RXN SMILES: C[O:2][C:3]([C@@H:5]1[CH2:9][C@@H:8]([S:10]([CH2:13][CH:14]2[CH2:16][CH2:15]2)(=[O:12])=[O:11])[CH2:7][N:6]1[C:17]1[N:18]([CH:23]2[CH2:26][CH2:25][CH2:24]2)[N:19]=[C:20]([CH3:22])[CH:21]=1)=[O:4].[OH-].[Li+]>>[CH:23]1([N:18]2[C:17]([N:6]3[CH2:7][C@H:8]([S:10]([CH2:13][CH:14]4[CH2:16][CH2:15]4)(=[O:11])=[O:12])[CH2:9][C@H:5]3[C:3]([OH:4])=[O:2])=[CH:21][C:20]([CH3:22])=[N:19]2)[CH2:26][CH2:25][CH2:24]1 |f:1.2|. Procedure: In analogy to the procedure described in example 253e, (2S,4R)-1-(2-cyclobutyl-5-methyl-2H-pyrazol-3-yl)-4-cyclopropylmethanesulfonyl-pyrrolidine-2-carboxylic acid methyl ester was saponified in the presence of lithium hydroxide to give the title compound as off-white solid which was used in the next step without further purification. MS (ESI): m/z=367.2 [M+H]+. Run in O1CCCC1 (tetrahydrofurane). Procedure: 0.45 g (1.21 mmol) 2-(4-Trifluoromethoxy-phenyl)-4-trifluoromethyl-pyrimidine-5-carbonyl chloride in 4 ml tetrahydrofurane were cooled (-30° C.) and treated during 10 min with 2.23 ml (2.20 mmol) of a DIBALH-solution (1.2 M in toluene). The solution was allowed to come to 0° C. (1.5 h). The reaction was then powered to an ice-cooled aqueous 10% KHSO4 solution and extracted with ether. The ether-phase was washed with aqueous 10% NaCl solution, dried (NaSO4) and evaporated. The crude product was p... Yields the product FC(OC1=CC=C(C=C1)C1=NC=C(C(=N1)C(F)(F)F)CO)(F)F ([2-(4-Trifluoromethoxy-phenyl)-4-trifluoromethyl-pyrimidin-5-yl]-methanol). Isolated yield 70.9%. RXN SMILES: [F:1][C:2]([F:24])([F:23])[O:3][C:4]1[CH:9]=[CH:8][C:7]([C:10]2[N:15]=[C:14]([C:16]([F:19])([F:18])[F:17])[C:13]([C:20](Cl)=[O:21])=[CH:12][N:11]=2)=[CH:6][CH:5]=1.CC(C[AlH]CC(C)C)C.OS([O-])(=O)=O.[K+]>O1CCCC1>[F:24][C:2]([F:1])([F:23])[O:3][C:4]1[CH:9]=[CH:8][C:7]([C:10]2[N:15]=[C:14]([C:16]([F:17])([F:18])[F:19])[C:13]([CH2:20][OH:21])=[CH:12][N:11]=2)=[CH:6][CH:5]=1 |f:2.3|. Starting materials: OS(=O)(=O)[O-].[K+] (KHSO4), FC(OC1=CC=C(C=C1)C1=NC=C(C(=N1)C(F)(F)F)C(=O)Cl)(F)F (2-(4-Trifluoromethoxy-phenyl)-4-trifluoromethyl-pyrimidine-5-carbonyl chloride), ice, CC(C)C[AlH]CC(C)C (DIBALH). The reactants are CC1(C)OCCn2c1nc(C(=O)NCc1ccc(F)cc1N1C(=O)CCC1CO[Si](C)(C)C(C)(C)C)c(OCc1ccccc1)c2=O, CCCC[N+](CCCC)(CCCC)CCCC, [F-], [Na+], O=C([O-])O, C1CCOC1. The product is CC1(C)OCCn2c1nc(C(=O)NCc1ccc(F)cc1N1C(=O)CCC1CO)c(OCc1ccccc1)c2=O. RXN SMILES: [C:1]([Si:2]([CH3:3])([CH3:4])[O:6][CH2:7][CH:8]1[N:9]([c:14]2[c:15]([CH2:16][NH:17][C:18](=[O:19])[c:20]3[n:21][c:22]4[n:27]([c:28](=[O:38])[c:29]3[O:30][CH2:31][c:32]3[cH:33][cH:34][cH:35][cH:36][cH:37]3)[CH2:26][CH2:25][O:24][C:23]4([CH3:39])[CH3:40])[cH:41][cH:42][c:43]([F:45])[cH:44]2)[C:10](=[O:13])[CH2:11][CH2:12]1)([CH3:5])([CH3:46])[CH3:47].[CH3:49][CH2:50][CH2:51][CH2:52][N+:53]([CH2:54][CH2:55][CH2:56][CH3:57])([CH2:58][CH2:59][CH2:60][CH3:61])[CH2:62][CH2:63][CH2:64][CH3:65].[F-:48].[Na+:70].[O-:66][C:67]([OH:68])=[O:69].[O:71]1[CH2:72][CH2:73][CH2:74][CH2:75]1>>[OH:6][CH2:7][CH:8]1[N:9]([c:14]2[c:15]([CH2:16][NH:17][C:18](=[O:19])[c:20]3[n:21][c:22]4[n:27]([c:28](=[O:38])[c:29]3[O:30][CH2:31][c:32]3[cH:33][cH:34][cH:35][cH:36][cH:37]3)[CH2:26][CH2:25][O:24][C:23]4([CH3:39])[CH3:40])[cH:41][cH:42][c:43]([F:45])[cH:44]2)[C:10](=[O:13])[CH2:11][CH2:12]1. Starting materials: ClC1=CC=C(C(=C1C(=O)NC=1C=C2C(=NC1)N(N=C2OC)CC2=CC=C(C=C2)OC)F)NS(=O)(=O)CCC (6-Chloro-2-fluoro-N-(3-methoxy-1-(4-methoxybenzyl)-1H-pyrazolo[3,4-b]pyridin-5-yl)-3-(propylsulfonamido)benzamide). Solvent: C(=O)(C(F)(F)F)O (TFA). Yields the product ClC1=CC=C(C(=C1C(=O)NC=1C=C2C(=NC1)NN=C2OC)F)NS(=O)(=O)CCC (6-chloro-2-fluoro-N-(3-methoxy-1H-pyrazolo[3,4-b]pyridin-5-yl)-3-(propylsulfonamido)benzamide). The yield is 82.5%. Reaction SMILES: [Cl:1][C:2]1[C:7]([C:8]([NH:10][C:11]2[CH:12]=[C:13]3[C:19]([O:20][CH3:21])=[N:18][N:17](CC4C=CC(OC)=CC=4)[C:14]3=[N:15][CH:16]=2)=[O:9])=[C:6]([F:31])[C:5]([NH:32][S:33]([CH2:36][CH2:37][CH3:38])(=[O:35])=[O:34])=[CH:4][CH:3]=1>C(O)(C(F)(F)F)=O>[Cl:1][C:2]1[C:7]([C:8]([NH:10][C:11]2[CH:12]=[C:13]3[C:19]([O:20][CH3:21])=[N:18][NH:17][C:14]3=[N:15][CH:16]=2)=[O:9])=[C:6]([F:31])[C:5]([NH:32][S:33]([CH2:36][CH2:37][CH3:38])(=[O:35])=[O:34])=[CH:4][CH:3]=1. Procedure: 6-Chloro-2-fluoro-N-(3-methoxy-1-(4-methoxybenzyl)-1H-pyrazolo[3,4-b]pyridin-5-yl)-3-(propylsulfonamido)benzamide (0.027 g, 0.0480 mmol) was heated to reflux in TFA overnight. The reaction mixture was cooled to room temperature and was concentrated to an oil. DCM was added to the oil resulting in a precipitate, which was collected by filtration giving 6-chloro-2-fluoro-N-(3-methoxy-1H-pyrazolo[3,4-b]pyridin-5-yl)-3-(propylsulfonamido)benzamide (0.0175 g, 82%) as a solid. 1H NMR (400 MHz, d6-DMSO... Starting materials: [O-]CC.[Na+] (sodium ethoxide), C(C)OC=C(C(=O)OCC)C(=O)OCC (diethyl ethoxymethylenemalonate), C(C=C)OC1=C(C(=N)N)C=CC=C1 (2-Allyloxybenzamidine), ice water, ice water, C(C)(=O)O (acetic acid). The solvent is C(C)O (ethanol), C(C)O (ethanol). Run at time 18 hour. The product is O=C1C(=CN=C(N1)C1=C(C=CC=C1)OCC=C)C(=O)OCC (Ethyl 1,6-dihydro-6-oxo-2-(2-allyloxyphenyl)pyrimidine-5-carboxylate). Yield: 89.2%. RXN SMILES: [CH2:1]([O:4][C:5]1[CH:13]=[CH:12][CH:11]=[CH:10][C:6]=1[C:7]([NH2:9])=[NH:8])[CH:2]=[CH2:3].[O-]CC.[Na+].C([O:20][CH:21]=[C:22]([C:28](OCC)=O)[C:23]([O:25][CH2:26][CH3:27])=[O:24])C.C(O)(=O)C>C(O)C>[O:20]=[C:21]1[NH:9][C:7]([C:6]2[CH:10]=[CH:11][CH:12]=[CH:13][C:5]=2[O:4][CH2:1][CH:2]=[CH2:3])=[N:8][CH:28]=[C:22]1[C:23]([O:25][CH2:26][CH3:27])=[O:24] |f:1.2|. Reported procedure: 2-Allyloxybenzamidine hydrochloride1 (19.07 g., 0.0896 mole) was added to a cooled (ice-water), stirred solution of sodium ethoxide (12.25 g., 0.18 mole) in ethanol (100 ml.). To this cooled, stirred mixture was added a solution of diethyl ethoxymethylenemalonate (19.4 g., 0.0896 mole) in ethanol (15 ml.). The mixture was heated under reflux for 2.5 hours and then allowed to stand at room temperature for 18 hours. The mixture was poured into ice-water containing acetic acid. The solid was collec... Reactants: ClC1=C(OC=2C(=NC=NC2NS(=O)(=O)C2=CC3=C(OCCO3)C=C2)OCCOC(NC=2C=NC=CC2)=O)C=C(C=C1)OC (pyridin-3-ylcarbamic acid 2-[5-(2-chloro-5-methoxy -phenoxy]-6-(2,3-dihydro-1,4-benzodioxin-6-ylsulfonylamino) -pyrimidin-4-yloxy]-ethyl ester), CI (methyl iodide). Product: [I-].ClC1=C(OC=2C(=NC=NC2NS(=O)(=O)C2=CC3=C(OCCO3)C=C2)OCCOC(=O)NC=2C=[N+](C=CC2)C)C=C(C=C1)OC (3-[2-[5-(2-chloro-5-methoxy-phenoxy)-6-(2,3-dihydro- 1,4-benzodioxin-6-ylsulfonylamino)-pyrimidin-4-yloxy]-ethoxycarbonylamino]- 1 -methyl-pyridinium iodide). RXN SMILES: [Cl:1][C:2]1[CH:41]=[CH:40][C:39]([O:42][CH3:43])=[CH:38][C:3]=1[O:4][C:5]1[C:6]([O:25][CH2:26][CH2:27][O:28][C:29](=[O:37])[NH:30][C:31]2[CH:32]=[N:33][CH:34]=[CH:35][CH:36]=2)=[N:7][CH:8]=[N:9][C:10]=1[NH:11][S:12]([C:15]1[CH:24]=[CH:23][C:18]2[O:19][CH2:20][CH2:21][O:22][C:17]=2[CH:16]=1)(=[O:14])=[O:13].[CH3:44][I:45]>>[I-:45].[Cl:1][C:2]1[CH:41]=[CH:40][C:39]([O:42][CH3:43])=[CH:38][C:3]=1[O:4][C:5]1[C:6]([O:25][CH2:26][CH2:27][O:28][C:29]([NH:30][C:31]2[CH:32]=[N+:33]([CH3:44])[CH:34]=[CH:35][CH:36]=2)=[O:37])=[N:7][CH:8]=[N:9][C:10]=1[NH:11][S:12]([C:15]1[CH:24]=[CH:23][C:18]2[O:19][CH2:20][CH2:21][O:22][C:17]=2[CH:16]=1)(=[O:13])=[O:14] |f:2.3|. Procedure: By alkylating the compound from Example 1, part a), with methyl iodide there was obtained 3-[2-[5-(2-chloro-5-methoxy-phenoxy)-6-(2,3-dihydro- 1,4-benzodioxin-6-ylsulfonylamino)-pyrimidin-4-yloxy]-ethoxycarbonylamino]- 1 -methyl-pyridinium iodide. Reactants: C(CCC)C=1C=C2CCC(C2=CC1)=NO (5-n-butylindan-1-one oxime). The reagents and catalysts are [Pd] (Pd/C). Run in C(C)(=O)O (acetic acid). Reaction conditions: time 16 hour. Yields the product C(CCC)C=1C=C2CCC(C2=CC1)N (5-n-Butylindan-1-ylamine). RXN SMILES: [CH2:1]([C:5]1[CH:6]=[C:7]2[C:11](=[CH:12][CH:13]=1)[C:10](=[N:14]O)[CH2:9][CH2:8]2)[CH2:2][CH2:3][CH3:4]>C(O)(=O)C.[Pd]>[CH2:1]([C:5]1[CH:6]=[C:7]2[C:11](=[CH:12][CH:13]=1)[CH:10]([NH2:14])[CH2:9][CH2:8]2)[CH2:2][CH2:3][CH3:4]. Procedure details: A suspension of 5-n-butylindan-1-one oxime (0.50 g, 2.46 mmol) and 10% Pd/C (0.50 g) in acetic acid (50 ml) is hydrogenated at 3.5 bar for 16 hours. The reaction is filtered through a Celite™ filter pad and partitioned between ether and water. The organic phase is washed with saturated NaHCO3 then brine and dried (MgSO4). Evaporation affords the title compound. NMR δH 0.85 (t J 7.3 3H), 1.26 (sextet J 7.3 2H), 1.50 (quintet J 7.3 2H), 1.58 (m 1H), 2.10 (br s 1H), 2.40 (m 1H), 2.50 (t J 8.0 2H), ... The reactants are C1=CC=CC=2C3=CC=CC=C3C(C12)COC(=O)N[C@H](C(=O)OC(C)(C)C)CCNC1CCCC2=CC=CC=C12 (tert-butyl (2S)-2-[[(9H-9-fluorenylmethoxy)carbonyl]amino]-4-(1,2,3,4-tetrahydro-1-naphthylamino)butanoate), C(CC(=O)O)C=O (succinic semialdehyde), CC(=O)O (HOAc), [BH3-]C#N.[Na+] (NaBH3CN). The solvent is O (water), CO (MeOH). Run at time 6 hour. The product is C(C)(C)(C)OC(=O)[C@H](CCN(CCCC(=O)O)C1CCCC2=CC=CC=C12)NC(=O)OCC1C2=CC=CC=C2C=2C=CC=CC12 (4-[[(3S)-3-(tert-butoxycarbonyl)-3-[[(9H-9-fluorenylmethoxy)carbonyl]amino]propyl](1,2,3,4-tetrahydro-1-naphthyl)amino]butanoic acid). Isolated yield 97.9%. Reaction SMILES: [CH:1]1[C:13]2[CH:12]([CH2:14][O:15][C:16]([NH:18][C@@H:19]([CH2:27][CH2:28][NH:29][CH:30]3[C:39]4[C:34](=[CH:35][CH:36]=[CH:37][CH:38]=4)[CH2:33][CH2:32][CH2:31]3)[C:20]([O:22][C:23]([CH3:26])([CH3:25])[CH3:24])=[O:21])=[O:17])[C:11]3[C:6](=[CH:7][CH:8]=[CH:9][CH:10]=3)[C:5]=2[CH:4]=[CH:3][CH:2]=1.[CH2:40]([CH:45]=O)[CH2:41][C:42]([OH:44])=[O:43].CC(O)=O.[BH3-]C#N.[Na+]>CO.O>[C:23]([O:22][C:20]([C@@H:19]([NH:18][C:16]([O:15][CH2:14][CH:12]1[C:11]2[CH:10]=[CH:9][CH:8]=[CH:7][C:6]=2[C:5]2[C:13]1=[CH:1][CH:2]=[CH:3][CH:4]=2)=[O:17])[CH2:27][CH2:28][N:29]([CH:30]1[C:39]2[C:34](=[CH:35][CH:36]=[CH:37][CH:38]=2)[CH2:33][CH2:32][CH2:31]1)[CH2:45][CH2:40][CH2:41][C:42]([OH:44])=[O:43])=[O:21])([CH3:26])([CH3:24])[CH3:25] |f:3.4|. Procedure details: To a solution of tert-butyl (2S)-2-[[(9H-9-fluorenylmethoxy)carbonyl]amino]-4-(1,2,3,4-tetrahydro-1-naphthylamino)butanoate (16 mg,0.030 mmol) in MeOH (0.5 ml) were added succinic semialdehyde (15 wt. % solution in water, 48 μl, 0.077 mmol), HOAc (2 μl, 0.035 mmol) and NaBH3CN (2.3 mg, 0.074 mmol), and the mixture was stirred at RT for 6 h. After adding water, the mixture was extracted with chloroform, washed with brine, dried over magnesium sulfate, and filtered. The filtrate was concentrated u...